This data is from the Open Reaction Database (ORD), a public repository of structured organic reaction records. The task is: describe an organic reaction: reactants, conditions, products, and yield Starting materials: O=C(n1ccnc1)n1ccnc1, C1CCC2=NCCCN2CC1, NS(=O)(=O)C1CC1, C1CCOC1, COC1(c2ccc(-c3ccccc3)cc2)CC2C(=O)NC3(C(=O)O)CC3C=CCCCCCC(NC(=O)OC(C)(C)C)C(=O)N2C1. Yields the product COC1(c2ccc(-c3ccccc3)cc2)CC2C(=O)NC3(C(=O)NS(=O)(=O)C4CC4)CC3C=CCCCCCC(NC(=O)OC(C)(C)C)C(=O)N2C1. RXN SMILES: [C:47]([n:48]1[cH:49][cH:50][n:51][cH:52]1)([n:53]1[cH:54][cH:55][n:56][cH:57]1)=[O:58].[CH2:66]1[CH2:67][CH2:68][C:69]2=[N:74][CH2:73][CH2:72][CH2:71][N:70]2[CH2:75][CH2:76]1.[CH:59]1([S:62](=[O:63])(=[O:64])[NH2:65])[CH2:60][CH2:61]1.[O:77]1[CH2:78][CH2:79][CH2:80][CH2:81]1.[c:1]1(-[c:41]2[cH:42][cH:43][cH:44][cH:45][cH:46]2)[cH:2][cH:3][c:4]([C:7]2([O:39][CH3:40])[CH2:8][CH:9]3[N:10]([C:11](=[O:37])[CH:12]([NH:29][C:30](=[O:31])[O:32][C:33]([CH3:34])([CH3:35])[CH3:36])[CH2:13][CH2:14][CH2:15][CH2:16][CH2:17][CH:18]=[CH:19][CH:20]4[C:21]([C:26](=[O:27])[OH:28])([NH:22][C:23]3=[O:24])[CH2:25]4)[CH2:38]2)[cH:5][cH:6]1>>[c:1]1(-[c:41]2[cH:42][cH:43][cH:44][cH:45][cH:46]2)[cH:2][cH:3][c:4]([C:7]2([O:39][CH3:40])[CH2:8][CH:9]3[N:10]([C:11](=[O:37])[CH:12]([NH:29][C:30](=[O:31])[O:32][C:33]([CH3:34])([CH3:35])[CH3:36])[CH2:13][CH2:14][CH2:15][CH2:16][CH2:17][CH:18]=[CH:19][CH:20]4[C:21]([C:26](=[O:27])[NH:65][S:62]([CH:59]5[CH2:60][CH2:61]5)(=[O:63])=[O:64])([NH:22][C:23]3=[O:24])[CH2:25]4)[CH2:38]2)[cH:5][cH:6]1. Reactants: C(C)(C)(C)OC1=CC=C(C=C1)NN (4-t-butoxyphenylhydrazine), C1(CCCCC1)CC1N(CCCC1)CCCC(C)=O (1-(2-cyclohexylmethylpiperidino)pentan-4-one), C1(CCCCC1)CC1N(CCCC1)CCC1=C(NC2=CC=C(C=C12)OC(C)(C)C)C (3-[2-(2-cyclohexylmethylpiperidino)ethyl]-5-t-butoxy-2-methylindole), [H-].[Na+] (sodium hydride), [Na] (sodium), C(C1=CC=CC=C1)(=O)Cl (benzoyl chloride). The solvent is C(C)O (ethanol), CN(C)C=O (DMF). Product: C(C1=CC=CC=C1)(=O)N1C(=C(C2=CC(=CC=C12)OC(C)(C)C)CCN1C(CCCC1)CC1CCCCC1)C (1-Benzoyl-3-[2-(2-cyclohexylmethylpiperidino)ethyl]-5-t-butoxy-2-methylindole). As a reaction SMILES: C(OC1C=CC(NN)=CC=1)(C)(C)C.C1(CC2CCCCN2CCCC(=O)C)CCCCC1.[CH:33]1([CH2:39][CH:40]2[CH2:45][CH2:44][CH2:43][CH2:42][N:41]2[CH2:46][CH2:47][C:48]2[C:56]3[C:51](=[CH:52][CH:53]=[C:54]([O:57][C:58]([CH3:61])([CH3:60])[CH3:59])[CH:55]=3)[NH:50][C:49]=2[CH3:62])[CH2:38][CH2:37][CH2:36][CH2:35][CH2:34]1.[H-].[Na+].[Na].[C:66](Cl)(=[O:73])[C:67]1[CH:72]=[CH:71][CH:70]=[CH:69][CH:68]=1>C(O)C.CN(C=O)C>[C:66]([N:50]1[C:51]2[C:56](=[CH:55][C:54]([O:57][C:58]([CH3:59])([CH3:61])[CH3:60])=[CH:53][CH:52]=2)[C:48]([CH2:47][CH2:46][N:41]2[CH2:42][CH2:43][CH2:44][CH2:45][CH:40]2[CH2:39][CH:33]2[CH2:34][CH2:35][CH2:36][CH2:37][CH2:38]2)=[C:49]1[CH3:62])(=[O:73])[C:67]1[CH:72]=[CH:71][CH:70]=[CH:69][CH:68]=1 |f:3.4,^1:64|. Procedure: 1-Benzoyl-3-[2-(2-cyclohexylmethylpiperidino)ethyl]-5-t-butoxy-2-methylindole is prepared by reaction of 4-t-butoxyphenylhydrazine with 1-(2-cyclohexylmethylpiperidino)pentan-4-one in ethanol and reaction of the resulting 3-[2-(2-cyclohexylmethylpiperidino)ethyl]-5-t-butoxy-2-methylindole with sodium hydride in DMF followed by reaction of the resulting sodium salt with benzoyl chloride all according to the procedure described above in Example 1. Reactants: C(=O)([O-])[O-].[K+].[K+] (K2CO3), [N+](=O)([O-])C1=C(CBr)C=CC=C1 (ortho-nitrobenzylbromide), OC1=CC=C(CO)C=C1 (para-hydroxybenzyl alcohol). Solvent: CC(=O)C (acetone). Conditions: time 16 hour. The product is [N+](=O)([O-])C1=C(CC2=CC=C(C(O)O)C=C2)C=CC=C1 (para-(ortho-nitrobenzyl)-hydroxybenzyl alcohol). The yield is 43.6%. Reaction SMILES: O[C:2]1[CH:9]=[CH:8][C:5]([CH2:6][OH:7])=[CH:4][CH:3]=1.C([O-])([O-])=[O:11].[K+].[K+].[N+:16]([C:19]1[CH:26]=[CH:25][CH:24]=[CH:23][C:20]=1[CH2:21]Br)([O-:18])=[O:17]>CC(C)=O>[N+:16]([C:19]1[CH:26]=[CH:25][CH:24]=[CH:23][C:20]=1[CH2:21][C:2]1[CH:9]=[CH:8][C:5]([CH:6]([OH:11])[OH:7])=[CH:4][CH:3]=1)([O-:18])=[O:17] |f:1.2.3|. Reported procedure: Step 1) To a solution of para-hydroxybenzyl alcohol (2.0 g, 16.1 mol; Aldrich) dissolved in dry acetone (15 mL) was added K2CO3 (4.45 g, 32.2 mmol, 2.0 eq.) and ortho-nitrobenzylbromide (3.83 g, 17.7 mmol, 1.1 eq). The mixture was stirred at ambient temperature for 16 hr and then the solution was concentrated in vacuo. The residue was taken up in EtOAc (100 mL) and then the organic layer was washed with H2O (2×30 mL), brine (30 mL) and dried over MgSO4. The product was recrystallized from Et2O/h... The reactants are OC1=C(C=O)C=CC=C1OC.C1=C(C=CC=C1)S(=O)(=O)[O-] (2-Hydroxy-3-methoxybenzaldehyde 2-benzenesulfonate), [N+](=O)(O)[O-] (nitric acid), ice water. Reaction conditions: time 5 minute. The product is OC1=C(C=O)C(=CC=C1OC)[N+](=O)[O-].C1=C(C=CC=C1)S(=O)(=O)[O-] (2-Hydroxy-3-methoxy-6-nitrobenzaldehyde 2-benzenesulfonate). RXN SMILES: [OH:1][C:2]1[C:9]([O:10][CH3:11])=[CH:8][CH:7]=[CH:6][C:3]=1[CH:4]=[O:5].[CH:12]1[CH:17]=[CH:16][CH:15]=[CH:14][C:13]=1[S:18]([O-:21])(=[O:20])=[O:19].[N+:22]([O-])([OH:24])=[O:23]>>[OH:1][C:2]1[C:9]([O:10][CH3:11])=[CH:8][CH:7]=[C:6]([N+:22]([O-:24])=[O:23])[C:3]=1[CH:4]=[O:5].[CH:12]1[CH:17]=[CH:16][CH:15]=[CH:14][C:13]=1[S:18]([O-:21])(=[O:20])=[O:19] |f:0.1,3.4|. Procedure: 2-Hydroxy-3-methoxybenzaldehyde-2-benzenesulfonate (50 g, 171 mM) is added to nitric acid (500 ml) at 0° C.-5° C. The solution is kept five minutes at 5° C. and then poured into ice-water (1.5 L). The crude product, a tan solid, is filtered, washed with cold water, alcohol, and then recrystallized from acetic acid (650 ml) to afford the product as a white solid; yield 30.3 g (52.6%); m.p. 152°-154° C. Starting materials: CC1=CC(OC2=C(C(=CC=C12)OCC(=C)Cl)C)=O (4,8-dimethyl-7-(2'-chloroallyloxy)coumarin), C(C)N(C1=CC=CC=C1)CC (N,N-diethylaniline), 1-B. Run in CCOCC (ether). Product: CC1=CC(=O)OC2=C1C=C3C=C(OC3=C2C)C (4,5',8-trimethylpsoralene). The yield is 41.6%. Reaction SMILES: [CH3:1][C:2]1[C:11]2[C:6](=[C:7]([CH3:17])[C:8]([O:12][CH2:13][C:14](Cl)=C)=[CH:9][CH:10]=2)[O:5][C:4](=[O:18])[CH:3]=1.[CH2:19](N(CC)C1C=CC=CC=1)C>CCOCC>[CH3:1][C:2]1[C:11]2[CH:10]=[C:9]3[C:8](=[C:7]([CH3:17])[C:6]=2[O:5][C:4](=[O:18])[CH:3]=1)[O:12][C:13]([CH3:14])=[CH:19]3. Procedure: A mixture of 4,8-dimethyl-7-(2'-chloroallyloxy)coumarin (500 mg., 1.89 m mole) and N,N-diethylaniline (5.0 ml) was protected by an "Aquasorb" (TM), brand of phosphorous pentoxide drying tube, while being heated under reflux for twenty-four hours at an oil bath temperature of 220°-225° C. Treatment of the reaction mixture as described in part 1-B gave some black, ether-insoluble material which was discarded. The desired 4,5',8-trimethylpsoralene was obtained as a tan solid (154 mg., 41.6% yield),... Starting materials: BrC=1C=C(C=CC1)C(CCNC(C(F)(F)F)=O)O (N-(3-(3-bromophenyl)-3-hydroxypropyl)-2,2,2-trifluoroacetamide), ClC1=C(C(=CC=C1)Cl)C#C (1,3-dichloro-2-ethynyl-benzene). Yields the product ClC1=C(C(=CC=C1)Cl)C#CC=1C=C(C=CC1)C(CCNC(C(F)(F)F)=O)O (N-(3-(3-(2-(2,6-dichlorophenyl)ethynyl)phenyl)-3-hydroxypropyl)-2,2,2-trifluoroacetamide). As a reaction SMILES: Br[C:2]1[CH:3]=[C:4]([CH:8]([OH:18])[CH2:9][CH2:10][NH:11][C:12](=[O:17])[C:13]([F:16])([F:15])[F:14])[CH:5]=[CH:6][CH:7]=1.[Cl:19][C:20]1[CH:25]=[CH:24][CH:23]=[C:22]([Cl:26])[C:21]=1[C:27]#[CH:28]>>[Cl:19][C:20]1[CH:25]=[CH:24][CH:23]=[C:22]([Cl:26])[C:21]=1[C:27]#[C:28][C:2]1[CH:3]=[C:4]([CH:8]([OH:18])[CH2:9][CH2:10][NH:11][C:12](=[O:17])[C:13]([F:16])([F:15])[F:14])[CH:5]=[CH:6][CH:7]=1. Procedure: Sonogashira reaction of 25 with 1,3-dichloro-2-ethynyl-benzene gave N-(3-(3-(2-(2,6-dichlorophenyl)ethynyl)phenyl)-3-hydroxypropyl)-2,2,2-trifluoroacetamide as dark brown oil. Yield (0.32 g, 37%). This compound could not be separated completely from the starting bromide and was used directly in the step.